From a dataset of the Open Reaction Database (ORD), a public repository of structured organic reaction records. describe an organic reaction: reactants, conditions, products, and yield The reactants are CO, N, N#Cc1cccc(OCCSc2nc[nH]n2)c1. The product is NCc1cccc(OCCSc2nc[nH]n2)c1. Reaction SMILES: [CH3:18][OH:19].[NH3:20].[nH:1]1[n:2][c:3]([S:6][CH2:7][CH2:8][O:9][c:10]2[cH:11][c:12]([C:13]#[N:14])[cH:15][cH:16][cH:17]2)[n:4][cH:5]1>>[nH:1]1[n:2][c:3]([S:6][CH2:7][CH2:8][O:9][c:10]2[cH:11][c:12]([CH2:13][NH2:14])[cH:15][cH:16][cH:17]2)[n:4][cH:5]1. Reactants: N1(CCCCC1)C=1C=C2C=CC(NC2=CC1)=O (6-Piperidinocarbostyril), Cl (hydrogen chloride). The solvent is CO (methanol), CO (methanol). Product: Cl.N1(CCCCC1)C=1C=C2C=CC(NC2=CC1)=O (6-Piperidinocarbostyril Hydrochloride). Reaction SMILES: [N:1]1([C:7]2[CH:8]=[C:9]3[C:14](=[CH:15][CH:16]=2)[NH:13][C:12](=[O:17])[CH:11]=[CH:10]3)[CH2:6][CH2:5][CH2:4][CH2:3][CH2:2]1.[ClH:18]>CO>[ClH:18].[N:1]1([C:7]2[CH:8]=[C:9]3[C:14](=[CH:15][CH:16]=2)[NH:13][C:12](=[O:17])[CH:11]=[CH:10]3)[CH2:6][CH2:5][CH2:4][CH2:3][CH2:2]1 |f:3.4|. Procedure: 6-Piperidinocarbostyril, 0.5 g (0.002 mole), was suspended in 15 mL methanol. Five mL ethanolic hydrogen chloride was added, and the mixture was digested in a steam bath for 15 minutes until part of the methanol was evaporated. After cooling, filtration and washing with ethyl acetate, the resulting white crystals, 0.4 g, were recrystallized by dissolving in warm methanol and adding ethyl acetate. The yield was 0.4 g 6-piperidinocarbostyril hydrochloride; m.p. 298°-300° C.